Dataset: the Open Reaction Database (ORD), a public repository of structured organic reaction records. Task: describe an organic reaction: reactants, conditions, products, and yield Starting materials: C(#N)CC(=O)N (cyanoacetamide), C(C)OC(OCC)OCC (triethylorthoformate), N1CCOCC1 (morpholine). Solvent: C(C)#N (acetonitrile). The product is O1CCN(CC1)C=C(C(=O)N)C#N (3-Morpholino-2-cyanoacrylamide). RXN SMILES: [C:1]([CH2:3][C:4]([NH2:6])=[O:5])#[N:2].[CH2:7](OC(OCC)OCC)C.[NH:17]1[CH2:22][CH2:21][O:20][CH2:19][CH2:18]1>C(#N)C>[O:20]1[CH2:21][CH2:22][N:17]([CH:7]=[C:3]([C:1]#[N:2])[C:4]([NH2:6])=[O:5])[CH2:18][CH2:19]1. Procedure: A stirred mixture of cyanoacetamide (63 g.), triethylorthoformate (134 g.), morpholine (82.5 g.) and acetonitrile (37.5 ml.) was heated under reflux for 4 hours. The initial reflux temperature was 117° C. and the final reflux temperature was 82° C.